Dataset: the Open Reaction Database (ORD), a public repository of structured organic reaction records. Task: describe an organic reaction: reactants, conditions, products, and yield Reactants: O=C(n1ccnc1)n1ccnc1, NCCCCO, C1CCOC1, O=C(O)c1ccc2ncsc2c1. Product: O=C(NCCCCO)c1ccc2ncsc2c1. As a reaction SMILES: [C:19]([n:20]1[cH:21][cH:22][n:23][cH:24]1)([n:25]1[cH:26][cH:27][n:28][cH:29]1)=[O:30].[NH2:13][CH2:14][CH2:15][CH2:16][CH2:17][OH:18].[O:31]1[CH2:32][CH2:33][CH2:34][CH2:35]1.[s:1]1[cH:2][n:3][c:4]2[c:5]1[cH:6][c:7]([C:10](=[O:11])[OH:12])[cH:8][cH:9]2>>[s:1]1[cH:2][n:3][c:4]2[c:5]1[cH:6][c:7]([C:10](=[O:12])[NH:13][CH2:14][CH2:15][CH2:16][CH2:17][OH:18])[cH:8][cH:9]2. Reactants: O=c1[nH]c(-c2ccc(OCc3sc(-c4ccc(C(F)(F)F)cc4)nc3CBr)cc2F)no1, CN(C)C=O, [N-]=[N+]=[N-], [Na+]. Yields the product [N-]=[N+]=NCc1nc(-c2ccc(C(F)(F)F)cc2)sc1COc1ccc(-c2noc(=O)[nH]2)c(F)c1. Reaction SMILES: [Br:1][CH2:2][c:3]1[n:4][c:5](-[c:23]2[cH:24][cH:25][c:26]([C:29]([F:30])([F:31])[F:32])[cH:27][cH:28]2)[s:6][c:7]1[CH2:8][O:9][c:10]1[cH:11][c:12]([F:22])[c:13](-[c:16]2[n:17][o:18][c:19](=[O:21])[nH:20]2)[cH:14][cH:15]1.[CH3:37][N:38]([CH3:39])[CH:40]=[O:41].[N-:34]=[N+:35]=[N-:36].[Na+:33]>>[CH2:2]([c:3]1[n:4][c:5](-[c:23]2[cH:24][cH:25][c:26]([C:29]([F:30])([F:31])[F:32])[cH:27][cH:28]2)[s:6][c:7]1[CH2:8][O:9][c:10]1[cH:11][c:12]([F:22])[c:13](-[c:16]2[n:17][o:18][c:19](=[O:21])[nH:20]2)[cH:14][cH:15]1)[N:34]=[N+:35]=[N-:36]. Reactants: CC(C)(C)OC(=O)N1CC(CN2CCCCC2)C1, ClCCl, O=C(O)C(F)(F)F, O=C(O)C(F)(F)F. Product: C1CCN(CC2CNC2)CC1. As a reaction SMILES: [C:1]([O:2][C:3](=[O:4])[N:8]1[CH2:9][CH:10]([CH2:12][N:13]2[CH2:14][CH2:15][CH2:16][CH2:17][CH2:18]2)[CH2:11]1)([CH3:5])([CH3:6])[CH3:7].[Cl:26][CH2:27][Cl:28].[F:19][C:20]([F:21])([F:22])[C:23]([OH:24])=[O:25].[OH:29][C:30]([C:31]([F:32])([F:33])[F:34])=[O:35]>>[NH:8]1[CH2:9][CH:10]([CH2:12][N:13]2[CH2:14][CH2:15][CH2:16][CH2:17][CH2:18]2)[CH2:11]1. The reactants are C([O-])([O-])=O.[K+].[K+] (potassium carbonate), BrC1=C(C2=CC=CC=C2C(=C1)CO)CO ((2-bromo-4-hydroxymethyl-naphthalen-1-yl)-methanol), COC(=C)C (2-methoxypropene), C1CCOC1 (THF), resultant mixture. Reagents/catalysts: C1(=CC=C(C=C1)S(=O)(=O)[O-])C.[NH+]1=CC=CC=C1 (pyridinium p-toluenesulfonate). The product is BrC1=C(C2=CC=CC=C2C(=C1)COC(C)(OC)C)COC(C)(C)OC (2-bromo-1,4-bis-[(1-methoxy-1-methylethoxy)methyl]-naphthalene). Isolated yield 100.0%. As a reaction SMILES: [Br:1][C:2]1[CH:11]=[C:10]([CH2:12][OH:13])[C:9]2[C:4](=[CH:5][CH:6]=[CH:7][CH:8]=2)[C:3]=1[CH2:14][OH:15].[CH3:16][O:17][C:18]([CH3:20])=[CH2:19].[C:21](=[O:24])([O-])[O-].[K+].[K+].[CH2:27]1[CH2:31]OC[CH2:28]1>C1(C)C=CC(S([O-])(=O)=O)=CC=1.[NH+]1C=CC=CC=1>[Br:1][C:2]1[CH:11]=[C:10]([CH2:12][O:13][C:18]([CH3:20])([O:17][CH3:16])[CH3:19])[C:9]2[C:4](=[CH:5][CH:6]=[CH:7][CH:8]=2)[C:3]=1[CH2:14][O:15][C:27]([O:24][CH3:21])([CH3:31])[CH3:28] |f:2.3.4,6.7|. Procedure: Under a nitrogen stream, to a solution of (2-bromo-4-hydroxymethyl-naphthalen-1-yl)-methanol (124 mg, 0.464 mmol) and pyridinium p-toluenesulfonate (3 mg, 0.012 mmol) in THF (5 mL) was added 2-methoxypropene (0.134 mL, 1.399 mmol) under ice cooling, and the resultant mixture was stirred at the same temperature for 1 hour. Saturated aqueous potassium carbonate was added thereto, and the resultant mixture was twice extracted with ethyl acetate. The organic layer was washed with saturated brine and... The reactants are BrC1=C2C=3C=CC(=CC3NC2=C(C=C1)C(N)=O)C(=O)OCC (ethyl 5-bromo-8-carbamoyl-9H-carbazole-2-carboxylate), BrC1=C2C=3C=CC(=CC3NC2=C(C=C1)C(N)=O)C(=O)OCC (ethyl 5-bromo-8-carbamoyl-9H-carbazole-2-carboxylate), C(C)[Mg]Cl (ethylmagnesium chloride). The reagents and catalysts are CC([O-])C.[Ti+4].CC([O-])C.CC([O-])C.CC([O-])C (titanium (IV) isopropoxide). Solvent: O (water). Conditions: time 1 hour. Yields the product BrC1=CC=C(C=2NC3=CC(=CC=C3C12)C1(CC1)O)C(=O)N (4-bromo-7-(1-hydroxycyclopropyl)-9H-carbazole-1-carboxamide). Isolated yield 83.7%. Reaction SMILES: [Br:1][C:2]1[CH:14]=[CH:13][C:12]([C:15](=[O:17])[NH2:16])=[C:11]2[C:3]=1[C:4]1[CH:5]=[CH:6][C:7]([C:18]([O:20]CC)=O)=[CH:8][C:9]=1[NH:10]2.[CH2:23]([Mg]Cl)[CH3:24]>CC(C)[O-].[Ti+4].CC(C)[O-].CC(C)[O-].CC(C)[O-].O>[Br:1][C:2]1[C:3]2[C:4]3[C:9](=[CH:8][C:7]([C:18]4([OH:20])[CH2:24][CH2:23]4)=[CH:6][CH:5]=3)[NH:10][C:11]=2[C:12]([C:15]([NH2:16])=[O:17])=[CH:13][CH:14]=1 |f:2.3.4.5.6|. Procedure details: Step 1 A solution of ethyl 5-bromo-8-carbamoyl-9H-carbazole-2-carboxylate (Intermediate 48-1, 0.275 g, 0.761 mmol) was treated with titanium (IV) isopropoxide (0.31 mL, 1.07 mmol), followed by ethylmagnesium chloride (2 M in THF, 3.81 mL, 7.61 mmol). The mixture was stirred at rt for 1 h, then was cooled on ice and treated with water (10 mL). After 30 min, the solid was removed by filtration and rinsed with ether (150 mL). The organic layer was dried and concentrated to give 4-bromo-7-(1-hydroxy...